Dataset: the Open Reaction Database (ORD), a public repository of structured organic reaction records. Task: describe an organic reaction: reactants, conditions, products, and yield Starting materials: ClC1=CC=NC2=CC(=C(C=C12)C#N)OCCN1N=NC=C1 (4-chloro-6-cyano-7-(2-(1,2,3-triazol-1-yl)ethoxy)quinoline), NC=1C=C2C=CNC2=CC1 (5-aminoindole). Product: C(#N)C=1C=C2C(=CC=NC2=CC1OCCN1N=NC=C1)NC=1C=C2C=CNC2=CC1 (6-cyano-4-(indol-5-ylamino)-7-(2-(1,2,3-triazol-1-yl)ethoxy)quinoline). The yield is 93.6%. Reaction SMILES: Cl[C:2]1[C:11]2[C:6](=[CH:7][C:8]([O:14][CH2:15][CH2:16][N:17]3[CH:21]=[CH:20][N:19]=[N:18]3)=[C:9]([C:12]#[N:13])[CH:10]=2)[N:5]=[CH:4][CH:3]=1.[NH2:22][C:23]1[CH:24]=[C:25]2[C:29](=[CH:30][CH:31]=1)[NH:28][CH:27]=[CH:26]2>>[C:12]([C:9]1[CH:10]=[C:11]2[C:6](=[CH:7][C:8]=1[O:14][CH2:15][CH2:16][N:17]1[CH:21]=[CH:20][N:19]=[N:18]1)[N:5]=[CH:4][CH:3]=[C:2]2[NH:22][C:23]1[CH:24]=[C:25]2[C:29](=[CH:30][CH:31]=1)[NH:28][CH:27]=[CH:26]2)#[N:13]. Procedure: Using an analogous procedure to that described in Example 1, 4-chloro-6-cyano-7-(2-(1,2,3-triazol-1-yl)ethoxy)quinoline (60 mg, 0.2 mmol) was reacted with 5-aminoindole (32 mg, 0.25 mmol) to give 6-cyano-4-(indol-5-ylamino)-7-(2-(1,2,3-triazol-1-yl)ethoxy)quinoline (74 mg, 86%). Reactants: NC=1C=CC=C2C=CC(=CC12)O (8-amino-2-naphthol), ClCC(=O)Cl (chloroacetyl chloride). Run in CCOC(=O)C (EtOAc), C(=O)(O)[O-].[Na+] (NaHCO3). Reaction conditions: time 2 hour. Yields the product ClCC(=O)NC1=CC=CC2=CC=C(C=C12)O (2-chloro-N-(7-hydroxynaphthalen-1-yl)acetamide). Reaction SMILES: [NH2:1][C:2]1[CH:3]=[CH:4][CH:5]=[C:6]2[C:11]=1[CH:10]=[C:9]([OH:12])[CH:8]=[CH:7]2.[Cl:13][CH2:14][C:15](Cl)=[O:16]>CCOC(C)=O.C([O-])(O)=O.[Na+]>[Cl:13][CH2:14][C:15]([NH:1][C:2]1[C:11]2[C:6](=[CH:7][CH:8]=[C:9]([OH:12])[CH:10]=2)[CH:5]=[CH:4][CH:3]=1)=[O:16] |f:3.4|. Reported procedure: To a solution of 8-amino-2-naphthol (8.00 g, 50.3 mmol) in 500 mL of EtOAc and 500 mL of saturated NaHCO3 solution at 0° C. was added chloroacetyl chloride (4.40 mL, 55.2 mmol). After 2 hours, the layers were separated, and the aqueous layer was extracted with EtOAc. The combined organics were washed with brine, dried (Na2SO4), filtered, and concentrated in vacuo. The titled product was obtained as a dark brown solid which was used in the next reaction without further purification.